This data is from the Open Reaction Database (ORD), a public repository of structured organic reaction records. The task is: describe an organic reaction: reactants, conditions, products, and yield Starting materials: C(C)(=O)OCCOC1=CC=C(C(=O)C2=CC=C(CSC3=NC4=CC=CC(=C4C(N3C)=O)C)C=C2)C=C1 (2-[4-[4-(2-acetoxyethoxy)benzoyl]-benzylthio]-3,5-dimethyl-4(3H)-quinazolinone), [OH-].[Na+] (sodium hydroxide), ClCCl (dichloromethane). Solvent: CO (methanol). The product is CN1C(=NC2=CC=CC(=C2C1=O)C)SCC1=CC=C(C=C1)C(C1=CC=C(C=C1)OCCO)=O (3,5-Dimethyl-2-[4-[4-(2-hydroxyethoxy)benzoyl]-benzylthio]-4(3H)-quinazolinone). Isolated yield 79.7%. As a reaction SMILES: C([O:4][CH2:5][CH2:6][O:7][C:8]1[CH:36]=[CH:35][C:11]([C:12]([C:14]2[CH:34]=[CH:33][C:17]([CH2:18][S:19][C:20]3[N:29]([CH3:30])[C:28](=[O:31])[C:27]4[C:22](=[CH:23][CH:24]=[CH:25][C:26]=4[CH3:32])[N:21]=3)=[CH:16][CH:15]=2)=[O:13])=[CH:10][CH:9]=1)(=O)C.[OH-].[Na+].ClCCl>CO>[CH3:30][N:29]1[C:28](=[O:31])[C:27]2[C:22](=[CH:23][CH:24]=[CH:25][C:26]=2[CH3:32])[N:21]=[C:20]1[S:19][CH2:18][C:17]1[CH:33]=[CH:34][C:14]([C:12](=[O:13])[C:11]2[CH:10]=[CH:9][C:8]([O:7][CH2:6][CH2:5][OH:4])=[CH:36][CH:35]=2)=[CH:15][CH:16]=1 |f:1.2|. Reported procedure: A solution of 2-[4-[4-(2-acetoxyethoxy)benzoyl]-benzylthio]-3,5-dimethyl-4(3H)-quinazolinone (1.75 g) and 1N-aqueous sodium hydroxide solution (15 ml) in methanol (50 ml)-dichloromethane (25 ml) was stirred at room temperature for 3 hours. This reaction mixture was extracted with dichloromethane and the extract was dried and concentrated. The residue was recrystallized from ethyl acetate to provide the title compound as colorless solid (1.278 g). The reactants are C(C)(=O)NC(C(=O)C(C)(C)C)=O (trimethylpyruvic acid N-acetylamide), NNC(=S)NN (thiocarbohydrazide). The solvent is C(C)O (ethanol), Cl (HCl). Run at time 5 hour. Yields the product NN1C(=NN=C(C1=O)C(C)(C)C)S (4-amino-6-tert.-butyl-3-mercapto-1,2,4-triazin-5(4H)-one). Yield: 94.9%. Reaction SMILES: C(N[C:5](=[O:12])[C:6]([C:8]([CH3:11])([CH3:10])[CH3:9])=O)(=O)C.[NH2:13][NH:14][C:15]([NH:17][NH2:18])=[S:16]>C(O)C.Cl>[NH2:13][N:14]1[C:5](=[O:12])[C:6]([C:8]([CH3:11])([CH3:10])[CH3:9])=[N:18][N:17]=[C:15]1[SH:16]. Procedure: 5.1 g (0.03 mole) of trimethylpyruvic acid N-acetylamide in 20 ml of ethanol were added dropwise to 3.2 g (0.03 mole) of thiocarbohydrazide in 50 ml of 1 N HCl and the reaction mixture was subsequently stirred at room temperature for 5 hours. The product which had precipitated was filtered off, washed with water and dried. 5.7 g of the above product of formula (V) of melting point 210° C. were obtained with a content, determined by gas chromatography, of >99%, which corresponded to a yield of 95... The reactants are S(=O)(Cl)Cl (thionyl chloride), S(=O)(Cl)Cl (thionyl chloride), C(=O)(O)[O-].[Na+] (NaHCO3), C(C1=CC=CC=C1)N1N=C(C=2CC3C(C12)C3)C(=O)N (2-benzyl-1a,2,5,5a-tetrahydro-1H-2,3-diaza-cyclopropa[a]pentalene-4-carboxylic acid amide), S(=O)(Cl)Cl (thionyl chloride), O (H2O). Run in CN(C)C=O (DMF), CN(C)C=O (DMF), CN(C)C=O (DMF), CN(C)C=O (DMF). Conditions: temperature 0 celsius, time 10 minute. Yields the product C(C1=CC=CC=C1)N1N=C(C=2CC3C(C12)C3)C#N (2-benzyl-1a,2,5,5a-tetrahydro-1H-2,3-diaza-cyclopropa[a]pentalene-4-carbonitrile). As a reaction SMILES: S(Cl)(Cl)=O.[CH2:5]([N:12]1[C:19]2[CH:18]3[CH2:20][CH:17]3[CH2:16][C:15]=2[C:14]([C:21]([NH2:23])=O)=[N:13]1)[C:6]1[CH:11]=[CH:10][CH:9]=[CH:8][CH:7]=1.C([O-])(O)=O.[Na+].O>CN(C=O)C>[CH2:5]([N:12]1[C:19]2[CH:18]3[CH2:20][CH:17]3[CH2:16][C:15]=2[C:14]([C:21]#[N:23])=[N:13]1)[C:6]1[CH:7]=[CH:8][CH:9]=[CH:10][CH:11]=1 |f:2.3|. Procedure details: A flask equipped with a drying tube under N2 atmosphere was charged with anhydrous DMF (50 mL). The flask was cooled to 0° C. and thionyl chloride (4.84 mL, 66.5 mmol) was added dropwise over a period of 2 min. After stirring for an additional 10 min, a suspension of 2-benzyl-1a,2,5,5a-tetrahydro-1H-2,3-diaza-cyclopropa[a]pentalene-4-carboxylic acid amide, (14.0 g, 55.3 mmol) in DMF (90 mL) was added over 5 min using an addition funnel. The mixture was slowly warmed to rt and stirred for 20 min ... The reactants are BrCc1ccccc1Oc1ccc(Br)cc1, CCO, N#C[Na], O. The product is N#CCc1ccccc1Oc1ccc(Br)cc1. As a reaction SMILES: [Br:1][c:2]1[cH:3][cH:4][c:5]([O:6][c:7]2[c:8]([CH2:9][Br:10])[cH:11][cH:12][cH:13][cH:14]2)[cH:15][cH:16]1.[CH3:21][CH2:22][OH:23].[Na:17][C:18]#[N:19].[OH2:20]>>[Br:1][c:2]1[cH:3][cH:4][c:5]([O:6][c:7]2[c:8]([CH2:9][C:18]#[N:19])[cH:11][cH:12][cH:13][cH:14]2)[cH:15][cH:16]1. As a reaction SMILES: [CH2:13]([OH:14])[CH2:15][CH2:16][CH3:17].[CH2:18]1[O:19][CH2:20][CH2:21][CH2:22]1.[Cl:1][c:2]1[cH:3][c:4]([C:5]#[N:6])[cH:7][cH:8][n:9]1.[NH2:11][NH2:12].[OH2:10]>>[c:2]1([NH:11][NH2:12])[cH:3][c:4]([C:5]#[N:6])[cH:7][cH:8][n:9]1. Starting materials: CCCCO, C1CCOC1, N#Cc1ccnc(Cl)c1, NN, O. The product is N#Cc1ccnc(NN)c1. Solvent: O1CCCC1 (tetrahydrofuran), O1CCCC1 (tetrahydrofuran). Run at time 30 second. Isolated yield 32.3%. Reported procedure: A solution of 7-iodo-5-triisopropylsilanyl-2-(3,4,5-trimethoxy-phenyl)-5H-pyrrolo[2,3-b]pyrazine (400 mg, 0.7 mmol) in anhydrous tetrahydrofuran (5 ml) was cooled to −78° C. and treated with nBuLi (2.23M in hexanes, 0.42 ml, 0.94 mmol) dropwise. The reaction mixture was stirred for 30 seconds and then treated with a solution of 4-methyl-tetrahydro-thiopyran-4-carbaldehyde (0.305 mg, 2.1 mmol) in anhydrous tetrahydrofuran (2 ml), dropwise. The reaction mixture was allowed to stir at −78° C. for 3... As a reaction SMILES: I[C:2]1[C:10]2[C:5](=[N:6][CH:7]=[C:8]([C:11]3[CH:16]=[C:15]([O:17][CH3:18])[C:14]([O:19][CH3:20])=[C:13]([O:21][CH3:22])[CH:12]=3)[N:9]=2)[N:4]([Si](C(C)C)(C(C)C)C(C)C)[CH:3]=1.[Li]CCCC.[CH3:38][C:39]1([CH:45]=[O:46])[CH2:44][CH2:43][S:42][CH2:41][CH2:40]1>O1CCCC1>[CH3:38][C:39]1([CH:45]([C:2]2[C:10]3[C:5](=[N:6][CH:7]=[C:8]([C:11]4[CH:12]=[C:13]([O:21][CH3:22])[C:14]([O:19][CH3:20])=[C:15]([O:17][CH3:18])[CH:16]=4)[N:9]=3)[NH:4][CH:3]=2)[OH:46])[CH2:44][CH2:43][S:42][CH2:41][CH2:40]1. The reactants are [Li]CCCC (nBuLi), IC1=CN(C2=NC=C(N=C21)C2=CC(=C(C(=C2)OC)OC)OC)[Si](C(C)C)(C(C)C)C(C)C (7-iodo-5-triisopropylsilanyl-2-(3,4,5-trimethoxy-phenyl)-5H-pyrrolo[2,3-b]pyrazine), CC1(CCSCC1)C=O (4-methyl-tetrahydro-thiopyran-4-carbaldehyde). Product: CC1(CCSCC1)C(O)C1=CNC2=NC=C(N=C21)C2=CC(=C(C(=C2)OC)OC)OC ((4-methyl-tetrahydro-thiopyran-4-yl)-[2-(3,4,5-trimethoxy-phenyl)-5H-pyrrolo[2,3-b]pyrazin-7-yl]-methanol). Starting materials: O=C(CBr)N1CCN(c2ccccc2)CC1, CCOC(=O)C(=O)c1ccc(O)cc1, CN(C)C=O, [H-], [Na+]. Yields the product CCOC(=O)C(=O)c1ccc(OCC(=O)N2CCN(c3ccccc3)CC2)cc1. Reaction SMILES: [Br:17][CH2:18][C:19](=[O:20])[N:21]1[CH2:22][CH2:23][N:24]([c:27]2[cH:28][cH:29][cH:30][cH:31][cH:32]2)[CH2:25][CH2:26]1.[CH2:1]([CH3:2])[O:3][C:4]([C:5]([c:6]1[cH:7][cH:8][c:9]([OH:12])[cH:10][cH:11]1)=[O:13])=[O:14].[CH3:33][N:34]([CH3:35])[CH:36]=[O:37].[H-:15].[Na+:16]>>[CH2:1]([CH3:2])[O:3][C:4]([C:5]([c:6]1[cH:7][cH:8][c:9]([O:12][CH2:18][C:19](=[O:20])[N:21]2[CH2:22][CH2:23][N:24]([c:27]3[cH:28][cH:29][cH:30][cH:31][cH:32]3)[CH2:25][CH2:26]2)[cH:10][cH:11]1)=[O:13])=[O:14]. Yields the product CNC=1C(=CC(=C(C1)O)OCCO)[N+](=O)[O-] (5-methylamino-2-(β-hydroxyethoxy)-4-nitrophenol). The reactants are CN (methylamine), [N+](=O)([O-])C1=CC(=C(C=C1[N+](=O)[O-])O)OCCO (4,5-dinitro-2-(β-hydroxyethoxy)phenol). Conditions: temperature 95 celsius. As a reaction SMILES: [N+:1]([C:4]1[C:9]([N+:10]([O-])=O)=[CH:8][C:7]([OH:13])=[C:6]([O:14][CH2:15][CH2:16][OH:17])[CH:5]=1)([O-:3])=[O:2].[CH3:18]N>C(O)C.C(N)=O>[CH3:18][NH:10][C:9]1[C:4]([N+:1]([O-:3])=[O:2])=[CH:5][C:6]([O:14][CH2:15][CH2:16][OH:17])=[C:7]([OH:13])[CH:8]=1. Procedure: A mixture consisting of 0.115 mol (28.2 g) of 4,5-dinitro-2-(β-hydroxyethoxy)phenol, prepared in Example 3, in 300 ml of a 33% strength solution of methylamine in absolute ethanol and 100 ml of formamide is heated to 95° C. for 6 hours in an autoclave (pressure 5-6 kg/cm2). After the reaction mixture has been cooled, the expected product crystallizes. It is recrystallized from formamide. It melts at 210° C. Solvent: C(C)O (ethanol), C(=O)N (formamide). Reactants: N(N)C1=CC(N(C(N1CC(C)C)=O)C)=O (6-hydrazino-1-isobutyl-3-methylpyrimidine-2,4(1H,3H)-dione), S1C=C(C2=C1C=CC=C2)C=O (1-benzothiophene-3-carbaldehyde), CN1C(=NC=C1)C=O (1-methyl-1H-imidazole-2-carbaldehyde). Product: S1C=C(C2=C1C=CC=C2)CN2N=C1N(C(N(C(C1=C2C=2N(C=CN2)C)=O)C)=O)CC(C)C (2-(1-benzothien-3-ylmethyl)-7-isobutyl-5-methyl-3-(1-methyl-1H-imidazol-2-yl)-2H-pyrazolo[3,4-d]pyrimidine-4,6(5H,7H)-dione). As a reaction SMILES: [NH:1]([C:3]1[N:8]([CH2:9][CH:10]([CH3:12])[CH3:11])[C:7](=[O:13])[N:6]([CH3:14])[C:5](=[O:15])[CH:4]=1)[NH2:2].[S:16]1[C:20]2[CH:21]=[CH:22][CH:23]=[CH:24][C:19]=2[C:18]([CH:25]=O)=[CH:17]1.[CH3:27][N:28]1[CH:32]=[CH:31][N:30]=[C:29]1[CH:33]=O>>[S:16]1[C:20]2[CH:21]=[CH:22][CH:23]=[CH:24][C:19]=2[C:18]([CH2:25][N:2]2[C:33]([C:29]3[N:28]([CH3:27])[CH:32]=[CH:31][N:30]=3)=[C:4]3[C:3]([N:8]([CH2:9][CH:10]([CH3:11])[CH3:12])[C:7](=[O:13])[N:6]([CH3:14])[C:5]3=[O:15])=[N:1]2)=[CH:17]1. Reported procedure: This compound was made following the procedure described above, starting with 6-hydrazino-1-isobutyl-3-methylpyrimidine-2,4(1H,3H)-dione, and condensing first with 1-benzothiophene-3-carbaldehyde, followed by 1-methyl-1H-imidazole-2-carbaldehyde. 448.5 (M+H). Reactants: [Cl-].[NH4+] (ammonium chloride), N (ammonia), C(C1=CC=CC=C1)N1C([C@H](C[C@H]1C(C)(C)SCC1=CC=C(C=C1)OC)CSCC1=CC=C(C=C1)OC)=O (cis-N-benzyl-4-[1-(4-methoxybenzylthio)-1-methylethyl]-2-(4-methoxybenzylthiomethyl)-4-butanelactam), N (ammonia), [Na] (sodium). The solvent is C1CCOC1 (THF). The product is SC(C)(C)[C@@H]1C[C@@H](C(=O)N1)CS (cis-4-(1-mercapto-1-methylethyl)-2-mercaptomethyl-4-butanelactam). Isolated yield 45.7%. As a reaction SMILES: C([N:8]1[C@H:12]([C:13]([S:16]CC2C=CC(OC)=CC=2)([CH3:15])[CH3:14])[CH2:11][C@H:10]([CH2:26][S:27]CC2C=CC(OC)=CC=2)[C:9]1=[O:37])C1C=CC=CC=1.N.[Na].[Cl-].[NH4+]>C1COCC1>[SH:16][C:13]([C@H:12]1[NH:8][C:9](=[O:37])[C@@H:10]([CH2:26][SH:27])[CH2:11]1)([CH3:15])[CH3:14] |f:3.4,^1:38|. Reported procedure: A solution of cis-N-benzyl-4-[1-(4-methoxybenzylthio)-1-methylethyl]-2-(4-methoxybenzylthiomethyl)-4-butanelactam (compound No.14-1, 0.40 g) in THF (8 ml) was added in liquid ammonia (60 ml). To the solution sodium metal (0.12 g) was added in a small portion under nitrogen atmosphere. After an addition of ammonium chloride, ammonia was evaporated and a product was extracted with ethyl acetate. The organic layer was washed with water and saturated sodium chloride solution, dried over anhydrous so...